From a dataset of the Open Reaction Database (ORD), a public repository of structured organic reaction records. describe an organic reaction: reactants, conditions, products, and yield Reaction SMILES: C[O:2][C:3]1[C:8]([C:9]2[CH:14]=[CH:13][C:12]([O:15][C:16]3[CH:21]=[CH:20][N:19]=[C:18]([C:22]4[CH:23]=[N:24][N:25]([CH3:27])[CH:26]=4)[CH:17]=3)=[C:11]([CH3:28])[N:10]=2)=[CH:7][N:6]=[C:5]([N:29]2[CH2:33][CH2:32][CH2:31][CH2:30]2)[N:4]=1.Br>C(O)(=O)C>[CH3:28][C:11]1[N:10]=[C:9]([C:8]2[C:3](=[O:2])[NH:4][C:5]([N:29]3[CH2:33][CH2:32][CH2:31][CH2:30]3)=[N:6][CH:7]=2)[CH:14]=[CH:13][C:12]=1[O:15][C:16]1[CH:21]=[CH:20][N:19]=[C:18]([C:22]2[CH:23]=[N:24][N:25]([CH3:27])[CH:26]=2)[CH:17]=1. Run in C(C)(=O)O (acetic acid). Reported procedure: A solution of 4-methoxy-5-(6-methyl-5-((2-(1-methyl-1H-pyrazol-4-yl)pyridin-4-yl)oxy)pyridin-2-yl)-2-(pyrrolidin-1-yl)pyrimidine (0.1 g, 0.22 mmol) in acetic acid (3 mL) was treated with HBr (0.1 mL, 0.90 mmol) and heated at 90° C. for 6.5 h. The mixture was cooled to RT, quenched with ice water, neutralized with NaHCO3 to pH=8 and extracted with EtOAc (3×). The combined organics were dried over Na2SO4, concentrated to dryness, the resulting material treated with MeCN and the solid was collected... Reaction conditions: temperature 90 celsius. Yields the product CC1=C(C=CC(=N1)C=1C(NC(=NC1)N1CCCC1)=O)OC1=CC(=NC=C1)C=1C=NN(C1)C (5-(6-methyl-5-((2-(1-methyl-1H-pyrazol-4-yl)pyridin-4-yl)oxy)pyridin-2-yl)-2-(pyrrolidin-1-yl)pyrimidin-4(3H)-one). Yield: 94.2%. The reactants are COC1=NC(=NC=C1C1=NC(=C(C=C1)OC1=CC(=NC=C1)C=1C=NN(C1)C)C)N1CCCC1 (4-methoxy-5-(6-methyl-5-((2-(1-methyl-1H-pyrazol-4-yl)pyridin-4-yl)oxy)pyridin-2-yl)-2-(pyrrolidin-1-yl)pyrimidine), Br (HBr). Reactants: ClC(Cl)Cl, O=C(OO)c1cccc(Cl)c1, C=C(CO)c1ccc(Cl)cc1. Yields the product OCC1(c2ccc(Cl)cc2)CO1. Reaction SMILES: [CH:23]([Cl:24])([Cl:25])[Cl:26].[Cl:12][c:13]1[cH:14][cH:15][cH:16][c:17]([C:18]([O:19][OH:21])=[O:20])[cH:22]1.[Cl:1][c:2]1[cH:3][cH:4][c:5]([C:8]([CH2:9][OH:10])=[CH2:11])[cH:6][cH:7]1>>[Cl:1][c:2]1[cH:3][cH:4][c:5]([C:8]2([CH2:11][OH:20])[CH2:9][O:10]2)[cH:6][cH:7]1. Reactants: C1=C(N=NN1[C@H]2[C@@H]([C@H]([C@H]([C@H](O2)CO)O)O)O)COCC(CO)(COCC3=CN(N=N3)[C@H]4[C@@H]([C@H]([C@H]([C@H](O4)CO)O)O)O)N (dendron D1), FC(C(C(C(C(C(C(C(CCCCOC=1C=C(C(=O)O)C=C(C1OCCCCC(C(C(C(C(C(C(C(F)(F)F)(F)F)(F)F)(F)F)(F)F)(F)F)(F)F)(F)F)OCCCCC(C(C(C(C(C(C(C(F)(F)F)(F)F)(F)F)(F)F)(F)F)(F)F)(F)F)(F)F)(F)F)(F)F)(F)F)(F)F)(F)F)(F)F)(F)F)(F)F (3,4,5-tris-(12,12,12,11,11,10,10,9,9,8,8,7,7,6,6,5,5-heptadecafluoro-n-dodecan-1-yloxy)-benzoic acid), alcohol, C1=CC=CC=2C3=CC=CC=C3N(C12)CCOCCO (2-(2-carbazol-9yl-ethoxy)-ethanol). Product: C1=CC=CC=2C3=CC=CC=C3N(C12)CCOCCOC(C1=CC(=C(C(=C1)OCCCCC(C(C(C(C(C(C(C(F)(F)F)(F)F)(F)F)(F)F)(F)F)(F)F)(F)F)(F)F)OCCCCC(C(C(C(C(C(C(C(F)(F)F)(F)F)(F)F)(F)F)(F)F)(F)F)(F)F)(F)F)OCCCCC(C(C(C(C(C(C(C(F)(F)F)(F)F)(F)F)(F)F)(F)F)(F)F)(F)F)(F)F)=O ({2-[2-(Carbazol-9-yl)-ethoxy]-ethyl}3,4,5-tris-(12,12,12,11,11,10,10,9,9,8,8,7,7,6,6,5,5-heptadecafluoro-n-dodecan-1-yloxy)-benzoate). As a reaction SMILES: C1N([C@@H]2O[C@H](CO)[C@H](O)[C@H](O)[C@H]2O)N=NC=1COCC(N)(COCC1N=NN([C@@H]2O[C@H](CO)[C@H](O)[C@H](O)[C@H]2O)C=1)CO.[F:43][C:44]([F:141])([F:140])[C:45]([F:139])([F:138])[C:46]([F:137])([F:136])[C:47]([F:135])([F:134])[C:48]([F:133])([F:132])[C:49]([F:131])([F:130])[C:50]([F:129])([F:128])[C:51]([F:127])([F:126])[CH2:52][CH2:53][CH2:54][CH2:55][O:56][C:57]1[CH:58]=[C:59]([CH:63]=[C:64]([O:96][CH2:97][CH2:98][CH2:99][CH2:100][C:101]([F:125])([F:124])[C:102]([F:123])([F:122])[C:103]([F:121])([F:120])[C:104]([F:119])([F:118])[C:105]([F:117])([F:116])[C:106]([F:115])([F:114])[C:107]([F:113])([F:112])[C:108]([F:111])([F:110])[F:109])[C:65]=1[O:66][CH2:67][CH2:68][CH2:69][CH2:70][C:71]([F:95])([F:94])[C:72]([F:93])([F:92])[C:73]([F:91])([F:90])[C:74]([F:89])([F:88])[C:75]([F:87])([F:86])[C:76]([F:85])([F:84])[C:77]([F:83])([F:82])[C:78]([F:81])([F:80])[F:79])[C:60]([OH:62])=[O:61].[CH:142]1[C:154]2[N:153]([CH2:155][CH2:156][O:157][CH2:158][CH2:159]O)[C:152]3[C:147](=[CH:148][CH:149]=[CH:150][CH:151]=3)[C:146]=2[CH:145]=[CH:144][CH:143]=1>>[CH:151]1[C:152]2[N:153]([CH2:155][CH2:156][O:157][CH2:158][CH2:159][O:61][C:60](=[O:62])[C:59]3[CH:58]=[C:57]([O:56][CH2:55][CH2:54][CH2:53][CH2:52][C:51]([F:126])([F:127])[C:50]([F:128])([F:129])[C:49]([F:130])([F:131])[C:48]([F:132])([F:133])[C:47]([F:134])([F:135])[C:46]([F:136])([F:137])[C:45]([F:138])([F:139])[C:44]([F:140])([F:141])[F:43])[C:65]([O:66][CH2:67][CH2:68][CH2:69][CH2:70][C:71]([F:94])([F:95])[C:72]([F:93])([F:92])[C:73]([F:91])([F:90])[C:74]([F:89])([F:88])[C:75]([F:87])([F:86])[C:76]([F:85])([F:84])[C:77]([F:83])([F:82])[C:78]([F:81])([F:80])[F:79])=[C:64]([O:96][CH2:97][CH2:98][CH2:99][CH2:100][C:101]([F:124])([F:125])[C:102]([F:122])([F:123])[C:103]([F:120])([F:121])[C:104]([F:118])([F:119])[C:105]([F:117])([F:116])[C:106]([F:115])([F:114])[C:107]([F:113])([F:112])[C:108]([F:111])([F:110])[F:109])[CH:63]=3)[C:154]3[C:146](=[CH:145][CH:144]=[CH:143][CH:142]=3)[C:147]=2[CH:148]=[CH:149][CH:150]=1. Procedure details: The synthesis of a mobility donor fluorinated dendron D1 of the present invention is as shown in the Scheme below. D1 is prepared using 3,4,5-tris-(12,12,12,11,11,10,10,9,9,8,8,7,7,6,6,5,5-heptadecafluoro-n-dodecan-1-yloxy)-benzoic acid as a starting material. The intermediate is then reacted with an alcohol of the desired apex moiety, 2-(2-carbazol-9yl-ethoxy)-ethanol, to obtain the compound of the invention. Reactants: C1CCOC1, COC(=O)c1nc(Cl)c(N2CCC(=NOC3CCN(C(=O)OC(C)C)CC3)CC2)nc1Cl, Cl, [Na+], [OH-]. Yields the product CC(C)OC(=O)N1CCC(ON=C2CCN(c3nc(Cl)c(C(=O)O)nc3Cl)CC2)CC1. As a reaction SMILES: [CH2:33]1[O:34][CH2:35][CH2:36][CH2:37]1.[CH3:1][O:2][C:3](=[O:4])[c:5]1[n:6][c:7]([Cl:32])[c:8]([N:12]2[CH2:13][CH2:14][C:15](=[N:18][O:19][CH:20]3[CH2:21][CH2:22][N:23]([C:26](=[O:27])[O:28][CH:29]([CH3:30])[CH3:31])[CH2:24][CH2:25]3)[CH2:16][CH2:17]2)[n:9][c:10]1[Cl:11].[ClH:40].[Na+:39].[OH-:38]>>[O:2]=[C:3]([OH:4])[c:5]1[n:6][c:7]([Cl:32])[c:8]([N:12]2[CH2:13][CH2:14][C:15](=[N:18][O:19][CH:20]3[CH2:21][CH2:22][N:23]([C:26](=[O:27])[O:28][CH:29]([CH3:30])[CH3:31])[CH2:24][CH2:25]3)[CH2:16][CH2:17]2)[n:9][c:10]1[Cl:11]. The reactants are Cl.N[C@H](C(=O)N1CCOCC1)C ((2S)-Amino-1-morpholin-4-yl-propan-1-one hydrochloride), ClC=1C=C2C=C(NC2=CC1)C(=O)O (5-chloro-1H-indole-2-carboxylic acid), [OH-].[Na+] (NaOH). Yields the product C[C@@H](C(=O)N1CCOCC1)NC(=O)C=1NC2=CC=C(C=C2C1)Cl (5-Chloro-1H-indole-2-carboxylic acid ((1S)-methyl-2-morpholin-4-yl-2-oxo-ethyl)-amide). RXN SMILES: Cl.[NH2:2][C@@H:3]([CH3:12])[C:4]([N:6]1[CH2:11][CH2:10][O:9][CH2:8][CH2:7]1)=[O:5].[Cl:13][C:14]1[CH:15]=[C:16]2[C:20](=[CH:21][CH:22]=1)[NH:19][C:18]([C:23](O)=[O:24])=[CH:17]2.[OH-].[Na+]>>[CH3:12][C@H:3]([NH:2][C:23]([C:18]1[NH:19][C:20]2[C:16]([CH:17]=1)=[CH:15][C:14]([Cl:13])=[CH:22][CH:21]=2)=[O:24])[C:4]([N:6]1[CH2:7][CH2:8][O:9][CH2:10][CH2:11]1)=[O:5] |f:0.1,3.4|. Reported procedure: (2S)-Amino-1-morpholin-4-yl-propan-1-one hydrochloride (195 mg, 1.0 mmol) and 5-chloro-1H-indole-2-carboxylic acid (195 mg, 1.0 mmol) were coupled according to procedure A (washed with 1 N NaOH after acid washes) giving crude product which was triturated with ether and dried. Yield 150 mg, 45%: HPLC (60/40) 3.61 minutes (100%); PBMS 336/338 (MH+, 100%); Yield: 109.4%. Conditions: temperature 80 celsius, time 2 hour. Reported procedure: Potassium hydroxide (485 mg, 8.6mmol) was added to a solution of methyl 3-morpholinopropionate (1 g, 5.7 mmol) in ethanol (20 ml) and the mixture stirred for 2 hours at 80° C. The solution was allowed to cool and adjusted to pH1 with 6M hydrochloric acid. Insoluble material was removed by filtration and the volatiles removed from the filtrate by evaporation. The resulting oil was triturated with ether, the solid product collected by filtration, washed with methylene chloride and dried under vacu... RXN SMILES: [OH-].[K+].[O:3]1[CH2:8][CH2:7][N:6]([CH2:9][CH2:10][C:11]([O:13]C)=[O:12])[CH2:5][CH2:4]1.Cl>C(O)C>[O:3]1[CH2:4][CH2:5][N:6]([CH2:9][CH2:10][C:11]([OH:13])=[O:12])[CH2:7][CH2:8]1 |f:0.1|. The product is O1CCN(CC1)CCC(=O)O (3-morpholinopropionic acid). Run in C(C)O (ethanol). Reactants: [OH-].[K+] (Potassium hydroxide), O1CCN(CC1)CCC(=O)OC (methyl 3-morpholinopropionate), Cl (hydrochloric acid).